Dataset: the Open Reaction Database (ORD), a public repository of structured organic reaction records. Task: describe an organic reaction: reactants, conditions, products, and yield Starting materials: C(C)OC(=O)C1(CC1)C1=CC=C(C=C1)C1=CC=C(C=C1)C1=C(C(=NO1)C)N (1-[4′-(4-amino-3-methyl-isoxazol-5-yl)-biphenyl-4-yl]-cyclopropanecarboxylic acid ethyl ester), BrC1=NC(=CC=C1)CC1=C(C=CC=C1)F (2-bromo-6-(2-fluoro-benzyl)-pyridine). Product: C(C)OC(=O)C1(CC1)C1=CC=C(C=C1)C1=CC=C(C=C1)C1=C(C(=NO1)C)NC1=NC(=CC=C1)CC1=C(C=CC=C1)F (1-(4′-{4-[6-(2-Fluoro-benzyl)-pyridin-2-ylamino]-3-methyl-isoxazol-5-yl}-biphenyl-4-yl)-cyclopropanecarboxylic acid ethyl ester). RXN SMILES: [CH2:1]([O:3][C:4]([C:6]1([C:9]2[CH:14]=[CH:13][C:12]([C:15]3[CH:20]=[CH:19][C:18]([C:21]4[O:25][N:24]=[C:23]([CH3:26])[C:22]=4[NH2:27])=[CH:17][CH:16]=3)=[CH:11][CH:10]=2)[CH2:8][CH2:7]1)=[O:5])[CH3:2].Br[C:29]1[CH:34]=[CH:33][CH:32]=[C:31]([CH2:35][C:36]2[CH:41]=[CH:40][CH:39]=[CH:38][C:37]=2[F:42])[N:30]=1>>[CH2:1]([O:3][C:4]([C:6]1([C:9]2[CH:10]=[CH:11][C:12]([C:15]3[CH:20]=[CH:19][C:18]([C:21]4[O:25][N:24]=[C:23]([CH3:26])[C:22]=4[NH:27][C:29]4[CH:34]=[CH:33][CH:32]=[C:31]([CH2:35][C:36]5[CH:41]=[CH:40][CH:39]=[CH:38][C:37]=5[F:42])[N:30]=4)=[CH:17][CH:16]=3)=[CH:13][CH:14]=2)[CH2:8][CH2:7]1)=[O:5])[CH3:2]. Procedure: Prepared according to the procedure described in Example 68, Step 2, using 1-[4′-(4-amino-3-methyl-isoxazol-5-yl)-biphenyl-4-yl]-cyclopropanecarboxylic acid ethyl ester and 2-bromo-6-(2-fluoro-benzyl)-pyridine. Reactants: (±)-1-(1,3-dioxolanyl)-2-(1-hydroxy)hexyl-4,5-dimethoxybenzene, O1C(OCC1)C1=C(C=C(C(=C1)OC)OC)C(CCCCC)O ((±)-1-(1,3-dioxolanyl)-2-(1-hydroxy-hexyl)-4,5-dimethoxybenzene), N1C=NC=C1 (imidazole), C(C)(C)(C)[Si](C1=CC=CC=C1)(C1=CC=CC=C1)Cl (t-butylchlorodiphenylsilane), CN(C)C=O (DMF). Run in CCOCC (Et2O). Yields the product [Si](C1=CC=CC=C1)(C1=CC=CC=C1)(C(C)(C)C)OC(CC1=C(C=C(C(=C1)OC)OC)C=O)CCCC ((±)-2-(t-butyldiphenylsilyloxy)hexyl-4,5-dimethoxybenzene-1-carboxaldehyde). Yield: 99.0%. RXN SMILES: O1CC[O:3][CH:2]1[C:6]1[CH:11]=[C:10]([O:12][CH3:13])[C:9]([O:14][CH3:15])=[CH:8][C:7]=1[CH:16](O)[CH2:17][CH2:18][CH2:19][CH2:20][CH3:21].N1C=CN=C1.[C:28]([Si:32](Cl)([C:39]1[CH:44]=[CH:43][CH:42]=[CH:41][CH:40]=1)[C:33]1[CH:38]=[CH:37][CH:36]=[CH:35][CH:34]=1)([CH3:31])([CH3:30])[CH3:29].CN(C=[O:50])C>CCOCC>[Si:32]([O:50][CH:17]([CH2:18][CH2:19][CH2:20][CH3:21])[CH2:16][C:7]1[CH:8]=[C:9]([O:14][CH3:15])[C:10]([O:12][CH3:13])=[CH:11][C:6]=1[CH:2]=[O:3])([C:28]([CH3:31])([CH3:30])[CH3:29])([C:39]1[CH:44]=[CH:43][CH:42]=[CH:41][CH:40]=1)[C:33]1[CH:38]=[CH:37][CH:36]=[CH:35][CH:34]=1. Reported procedure: A solution of (±)-1-(1,3-dioxolanyl)-2-(1-hydroxy)hexyl-4,5-dimethoxybenzene (Compound 32, 2.2 g, 7.09 mmol), imidazole (0.97 g, 14.19 mmol) and t-butylchlorodiphenylsilane (2.8 mL, 10.64 mmol) in DMF (14 mL) was stirred at 23° C. for 72 hours. The reaction was diluted with Et2O and washed with 1N HCl, H2O and brine. The organic portion was dried (MgSO4), filtered and concentrated in vacuo. Flash column chromatography (silica gel, 5:1 hex/EtOAc) gave 3.52 g (99%) of the title compound wherein ab... The reactants are O (Water), ClC(=O)OC(C)C (Isopropyl chloroformate), ice, Cl.O1C(=CC=C2C1=CC=C2)N2CCCCC2 (4-benzofuran-2-yl-piperidine hydrochloride), C(C)N(C(C)C)C(C)C (ethyldiisopropylamine), ClCCl (dichloromethane). Product: C(C)(C)OC(=O)N1C(CCCC1)C1=CC=C2C(=CC=C2)O1 (4-Benzofuran-2-yl-piperidine-1-carboxylic acid isopropyl ester). As a reaction SMILES: Cl[C:2]([O:4][CH:5]([CH3:7])[CH3:6])=[O:3].Cl.[O:9]1[C:14]2=[CH:15][CH:16]=[CH:17][C:13]2=[CH:12][CH:11]=[C:10]1N1CCCCC1.C([N:26]([CH:30]([CH3:32])C)[CH:27]([CH3:29])C)C.O.Cl[CH2:35]Cl>>[CH:5]([O:4][C:2]([N:26]1[CH2:27][CH2:29][CH2:35][CH2:32][CH:30]1[C:10]1[O:9][C:14]2=[CH:15][CH:16]=[CH:17][C:13]2=[CH:12][CH:11]=1)=[O:3])([CH3:7])[CH3:6] |f:1.2|. Procedure: Isopropyl chloroformate (1 M in toluene, 4.06 mL) is added dropwise to an ice-cooled mixture of 4-benzofuran-2-yl-piperidine hydrochloride (804 mg) and ethyldiisopropylamine (1.16 mL) in dichloromethane (15 mL). The resulting mixture is stirred over night at room temperature. Water is added and the organic phase is separated, washed with water and dried over MgSO4. The solvent is evaporated leaving the title compound as an oil. Yield: 930 mg (96% of theory); LC (method 1): tR=1.39 min; Mass spec... The reactants are COC(CCCCC(C)[C@H]1CC[C@H]2[C@@H]3CC[C@@H]4C[C@@H](CC[C@]4(C)[C@H]3C[C@@H]([C@]12C)OC=O)OC=O)=O (5-(3α,12α-diformyloxy-5β-pregnane-20-yl)pentanoic acid methyl ester), CO (methanol), [OH-].[Na+] (sodium hydroxide). Run in O (water). The product is O[C@H]1C[C@H]2CC[C@H]3[C@@H]4CC[C@H](C(C)CCCCC(=O)O)[C@]4([C@H](C[C@@H]3[C@]2(CC1)C)O)C (5-(3α,12α-dihydroxy-5β-pregnane-20-yl)pentanoic acid). Yield: 64.8%. Reaction SMILES: C[O:2][C:3](=[O:35])[CH2:4][CH2:5][CH2:6][CH2:7][CH:8]([C@@H:10]1[C@:27]2([CH3:28])[C@H:13]([C@H:14]3[C@H:24]([CH2:25][C@@H:26]2[O:29]C=O)[C@:22]2([CH3:23])[C@@H:17]([CH2:18][C@H:19]([O:32]C=O)[CH2:20][CH2:21]2)[CH2:16][CH2:15]3)[CH2:12][CH2:11]1)[CH3:9].CO.[OH-].[Na+]>O>[OH:32][C@@H:19]1[CH2:20][CH2:21][C@@:22]2([CH3:23])[C@H:17]([CH2:16][CH2:15][C@@H:14]3[C@@H:24]2[CH2:25][C@H:26]([OH:29])[C@@:27]2([CH3:28])[C@H:13]3[CH2:12][CH2:11][C@@H:10]2[CH:8]([CH2:7][CH2:6][CH2:5][CH2:4][C:3]([OH:35])=[O:2])[CH3:9])[CH2:18]1 |f:2.3|. Procedure: A solution of 7.2 g of 5-(3α,12α-diformyloxy-5β-pregnane-20-yl)pentanoic acid methyl ester, 50 ml of methanol, 50 ml of 2N methanolic sodium hydroxide solution and 10 ml of water was refluxed for 2 hr. At the end of this time, the methanol was removed under reduced pressure and 300 ml of water was added to the residue. The solution was treated with charcoal and filtered through a bed of diatomaceous earth. The solution was then cooled to 0° and with stirring acidified (pH3) by the dropwise addit...